Dataset: the Open Reaction Database (ORD), a public repository of structured organic reaction records. Task: describe an organic reaction: reactants, conditions, products, and yield The reactants are CC(C)(C)ON1CC(P(C2CCCCC2)C2CCCCC2)C(=C=O)C1CP(c1ccccc1)c1ccccc1, CCCOC(=O)C(C)=O, C1=CCCC=CCC1, [Cl-], [Cl-], [Cl-], [Rh+3], c1ccccc1. Yields the product CCCOC(=O)C(C)O. As a reaction SMILES: [C:10]([O:11][N:12]1[CH2:13][CH:14]([P:15]([CH:16]2[CH2:17][CH2:18][CH2:19][CH2:20][CH2:21]2)[CH:22]2[CH2:23][CH2:24][CH2:25][CH2:26][CH2:27]2)[C:28](=[C:29]=[O:30])[CH:31]1[CH2:32][P:33]([c:34]1[cH:35][cH:36][cH:37][cH:38][cH:39]1)[c:40]1[cH:41][cH:42][cH:43][cH:44][cH:45]1)([CH3:46])([CH3:47])[CH3:48].[C:1]([C:2](=[O:3])[CH3:4])(=[O:5])[O:6][CH2:7][CH2:8][CH3:9].[CH:50]1=[CH:57][CH2:56][CH2:55][CH:54]=[CH:53][CH2:52][CH2:51]1.[Cl-:49].[Cl-:59].[Cl-:60].[Rh+3:58].[cH:61]1[cH:62][cH:63][cH:64][cH:65][cH:66]1>>[C:1]([CH:2]([OH:3])[CH3:4])(=[O:5])[O:6][CH2:7][CH2:8][CH3:9]. Starting materials: [Na+].[I-] (NaI), COC(CNS(=O)(=O)C1=CC=C(C=C1)C)=O ((toluene-4-sulfonylamino)-acetic acid methyl ester), C(=O)([O-])[O-].[K+].[K+] (K2CO3), COC(C1=C(C=C(C=C1)OC1=CC=CC=C1)CCl)=O (2-chloromethyl-4-phenoxy-benzoic acid methyl ester). Run in CN(C)C=O (DMF). Reaction conditions: temperature 50 celsius, time 8 hour. The product is COC(C1=C(C=C(C=C1)OC1=CC=CC=C1)CN(S(=O)(=O)C1=CC=C(C=C1)C)CC(=O)OC)=O (2-{[Methoxycarbonylmethyl-(toluene-4-sulfonyl)-amino]-methyl}-4-phenoxy-benzoic acid methyl ester). Isolated yield 46.3%. RXN SMILES: [CH3:1][O:2][C:3](=[O:19])[C:4]1[CH:9]=[CH:8][C:7]([O:10][C:11]2[CH:16]=[CH:15][CH:14]=[CH:13][CH:12]=2)=[CH:6][C:5]=1[CH2:17]Cl.[CH3:20][O:21][C:22](=[O:35])[CH2:23][NH:24][S:25]([C:28]1[CH:33]=[CH:32][C:31]([CH3:34])=[CH:30][CH:29]=1)(=[O:27])=[O:26].C([O-])([O-])=O.[K+].[K+].[Na+].[I-]>CN(C=O)C>[CH3:1][O:2][C:3](=[O:19])[C:4]1[CH:9]=[CH:8][C:7]([O:10][C:11]2[CH:16]=[CH:15][CH:14]=[CH:13][CH:12]=2)=[CH:6][C:5]=1[CH2:17][N:24]([CH2:23][C:22]([O:21][CH3:20])=[O:35])[S:25]([C:28]1[CH:29]=[CH:30][C:31]([CH3:34])=[CH:32][CH:33]=1)(=[O:27])=[O:26] |f:2.3.4,5.6|. Procedure: To a mixture of 2-chloromethyl-4-phenoxy-benzoic acid methyl ester (17.8 g, 64.3 mmol) in DMF (100 mL) was added (toluene-4-sulfonylamino)-acetic acid methyl ester (15.65 g, 64.3 mmol), K2CO3 (17.78 g, 128.6 mmol) and then NaI (964 mg, 6.43 mmol). The resulting mixture was stirred at 50° C. overnight. After cooled, reaction mixture was partitioned between EtOAc and water. The organic layer was washed with water (2×) and brine. It was dried over Na2SO4, filtered and concentrated. Crude residue wa... Starting materials: FC=1C=C(C=CC1S(=O)(=O)C)C1=C(N=C(S1)N)C (5-(3-fluoro-4-methanesulfonyl-phenyl)-4-methyl-thiazol-2-ylamine), C(C)N=C=O (ethyl isocyanate). Run in CN(C)C=O (DMF). Conditions: temperature 85 celsius. The product is C(C)NC(=O)NC=1SC(=C(N1)C)C1=CC(=C(C=C1)S(=O)(=O)C)F (1-Ethyl-3-[5-(3-fluoro-4-methanesulfonyl-phenyl)-4-methyl-thiazol-2-yl]-urea). RXN SMILES: [F:1][C:2]1[CH:3]=[C:4]([C:12]2[S:16][C:15]([NH2:17])=[N:14][C:13]=2[CH3:18])[CH:5]=[CH:6][C:7]=1[S:8]([CH3:11])(=[O:10])=[O:9].[CH2:19]([N:21]=[C:22]=[O:23])[CH3:20]>CN(C=O)C>[CH2:19]([NH:21][C:22]([NH:17][C:15]1[S:16][C:12]([C:4]2[CH:5]=[CH:6][C:7]([S:8]([CH3:11])(=[O:9])=[O:10])=[C:2]([F:1])[CH:3]=2)=[C:13]([CH3:18])[N:14]=1)=[O:23])[CH3:20]. Procedure: A mixture of 5-(3-fluoro-4-methanesulfonyl-phenyl)-4-methyl-thiazol-2-ylamine (0.40 g, 1.4 mmol) and ethyl isocyanate (0.121 ml, 1.5 mmol) in dry DMF (3 ml) is heated at 85° C. for 1 hour. The solvent is removed and the product is purified by chromatography on silica eluting with hexane-ethyl acetate (1:1) to give the title compound.